This data is from the Open Reaction Database (ORD), a public repository of structured organic reaction records. The task is: describe an organic reaction: reactants, conditions, products, and yield Starting materials: C(C)(=O)OCCN1C(\C(\CC1)=C(\C1=CC=C(C=C1)S(=O)(=O)C)/C1=CC=C(C=C1)Cl)=O ((Z)-2-[3-[1-(4-chlorophenyl)-1-[4-(methylsulphonyl)phenyl]methylene]-2-oxo-pyrrolidin-1-yl]ethyl acetate), [OH-].[Na+] (sodium hydroxide). Solvent: C(C)O (ethanol), O (water). Run at time 4 hour. Yields the product ClC1=CC=C(C=C1)\C(\C1=CC=C(C=C1)S(=O)(=O)C)=C\1/C(N(CC1)CCO)=O ((Z)-3-[1-(4-chlorophenyl)-1-[4-(methylsulphonyl)phenyl]methylene]-1-(2-hydroxyethyl)-pyrrolidin-2-one). Yield: 78.4%. Reaction SMILES: C([O:4][CH2:5][CH2:6][N:7]1[CH2:11][CH2:10]/[C:9](=[C:12](/[C:23]2[CH:28]=[CH:27][C:26]([Cl:29])=[CH:25][CH:24]=2)\[C:13]2[CH:18]=[CH:17][C:16]([S:19]([CH3:22])(=[O:21])=[O:20])=[CH:15][CH:14]=2)/[C:8]1=[O:30])(=O)C.[OH-].[Na+]>C(O)C.O>[Cl:29][C:26]1[CH:25]=[CH:24][C:23](/[C:12](=[C:9]2\[C:8](=[O:30])[N:7]([CH2:6][CH2:5][OH:4])[CH2:11][CH2:10]\2)/[C:13]2[CH:14]=[CH:15][C:16]([S:19]([CH3:22])(=[O:20])=[O:21])=[CH:17][CH:18]=2)=[CH:28][CH:27]=1 |f:1.2|. Reported procedure: 1 g (0.0022 mole) of (Z)-2-[3-[1-(4-chlorophenyl)-1-[4-(methylsulphonyl)phenyl]methylene]-2-oxo-pyrrolidin-1-yl]ethyl acetate are placed in solution in a mixture of 13 ml of ethanol and 11 ml of water and treated with 0.1 g (1.1 eq.) of sodium hydroxide. The medium is stirred at ambient temperature for 4 h, then the ethanol is evaporated off. The aqueous phase is extracted with dichloromethane. The organic phase is washed with water, dried and concentrated. The residue is taken up into t-butyl m... Starting materials: ClC1=CC=C(C=C1)C1=CC=C(C=C1)[C@@H](C[C@@H](C(=O)O)CCCC1=CC=CC=C1)O ([2S, 4R]-4-[4-(4-chlorophenyl)phenyl]-4-hydroxy-2-(3-phenylpropyl)-butanoic acid), ClC1=CC=C(C=C1)C1=CC=C(C=C1)[C@H](C[C@@H](C(=O)O)CCCC1=CC=CC=C1)O ([2S, 4S]-4-[4-(4-chlorophenyl)phenyl]-4-hydroxy-2-(3-phenylpropyl)-butanoic acid). Product: ClC1=CC=C(C=C1)C1=CC=C(C=C1)C(CC(C(=O)O)CCCC1=CC=CC=C1)O (4-[4-(4-chlorophenyl)phenyl]-4-hydroxy-2-(3-phenylpropyl)butanoic acid). Reaction SMILES: [Cl:1][C:2]1[CH:7]=[CH:6][C:5]([C:8]2[CH:13]=[CH:12][C:11]([C@H:14]([OH:29])[CH2:15][C@H:16]([CH2:20][CH2:21][CH2:22][C:23]3[CH:28]=[CH:27][CH:26]=[CH:25][CH:24]=3)[C:17]([OH:19])=[O:18])=[CH:10][CH:9]=2)=[CH:4][CH:3]=1.ClC1C=CC(C2C=CC([C@@H](O)C[C@H](CCCC3C=CC=CC=3)C(O)=O)=CC=2)=CC=1>>[Cl:1][C:2]1[CH:3]=[CH:4][C:5]([C:8]2[CH:13]=[CH:12][C:11]([CH:14]([OH:29])[CH2:15][CH:16]([CH2:20][CH2:21][CH2:22][C:23]3[CH:24]=[CH:25][CH:26]=[CH:27][CH:28]=3)[C:17]([OH:19])=[O:18])=[CH:10][CH:9]=2)=[CH:6][CH:7]=1. Procedure details: the more active of the compounds [2S, 4R]-4-[4-(4-chlorophenyl)phenyl]-4-hydroxy-2-(3-phenylpropyl)-butanoic acid and [2S, 4S]-4-[4-(4-chlorophenyl)phenyl]-4-hydroxy-2-(3-phenylpropyl)-butanoic acid; Starting materials: ClC1=C(C(=O)O)C=CC=C1Cl (2,3-dichlorobenzoic acid), FC1(CCC(CC1)(C=1C=NC=C(C1)F)CN)F (C-[4,4-difluoro-1-(5-fluoro-pyridin-3-yl)-cyclohexyl]-methylamine). The product is ClC1=C(C(=O)NCC2(CCC(CC2)(F)F)C=2C=NC=C(C2)F)C=CC=C1Cl (2,3-Dichloro-N-[4,4-difluoro-1-(5-fluoro-pyridin-3-yl)-cyclohexylmethyl]-benzamide). Reaction SMILES: [Cl:1][C:2]1[C:10]([Cl:11])=[CH:9][CH:8]=[CH:7][C:3]=1[C:4]([OH:6])=O.[F:12][C:13]1([F:28])[CH2:18][CH2:17][C:16]([CH2:26][NH2:27])([C:19]2[CH:20]=[N:21][CH:22]=[C:23]([F:25])[CH:24]=2)[CH2:15][CH2:14]1>>[Cl:1][C:2]1[C:10]([Cl:11])=[CH:9][CH:8]=[CH:7][C:3]=1[C:4]([NH:27][CH2:26][C:16]1([C:19]2[CH:20]=[N:21][CH:22]=[C:23]([F:25])[CH:24]=2)[CH2:17][CH2:18][C:13]([F:12])([F:28])[CH2:14][CH2:15]1)=[O:6]. Procedure: From 2,3-dichlorobenzoic acid and C-[4,4-difluoro-1-(5-fluoro-pyridin-3-yl)-cyclohexyl]-methylamine. LCMS (MH+): m/z=417.2, tR (minutes, Method D)=0.68 RXN SMILES: [C:1]([O:5][C@@H:6]([C:12]1[C:37]([CH3:38])=[CH:36][C:15]2[N:16]=[C:17]([C:19]3[CH:24]=[CH:23][N:22]=[C:21]([N:25]4[CH2:30][CH2:29][C:28]5[N:31]([CH3:35])[N:32]=[C:33]([CH3:34])[C:27]=5[CH2:26]4)[CH:20]=3)[S:18][C:14]=2[C:13]=1[C:39]1[CH:44]=[CH:43][C:42]([Cl:45])=[CH:41][CH:40]=1)[C:7]([O:9]CC)=[O:8])([CH3:4])([CH3:3])[CH3:2].CN1C2CCNCC=2C(C)=N1.[OH-].[Na+].CN(C=O)C>CO.C1COCC1.C(O)(=O)C>[C:1]([O:5][C@@H:6]([C:12]1[C:37]([CH3:38])=[CH:36][C:15]2[N:16]=[C:17]([C:19]3[CH:24]=[CH:23][N:22]=[C:21]([N:25]4[CH2:30][CH2:29][C:28]5[N:31]([CH3:35])[N:32]=[C:33]([CH3:34])[C:27]=5[CH2:26]4)[CH:20]=3)[S:18][C:14]=2[C:13]=1[C:39]1[CH:40]=[CH:41][C:42]([Cl:45])=[CH:43][CH:44]=1)[C:7]([OH:9])=[O:8])([CH3:4])([CH3:2])[CH3:3] |f:2.3|. The reagents and catalysts are C(C)(=O)O (Acetic acid). Reported procedure: A solution of (S)-ethyl 2-tert-butoxy-2-(7-(4-chlorophenyl)-2-(2-(1,3-dimethyl-6,7-dihydro-1H-pyrazolo[4,3-c]pyridin-5(4H)-yl)pyridin-4-yl)-5-methylbenzo[d]thiazol-6-yl)acetate: A mixture of 1,3-dimethyl-4,5,6,7-tetrahydro-1H-pyrazolo[4,3-c]pyridine (7.7 mg, 0.012 mmol) and 5M sodium hydroxide (47 μL, 0.24 mmol) in methanol (0.1 mL) and THF (0.5 mL) was heated 45° C. for 2 h. Acetic acid (1 drop) and DMF (0.3 mL) were added and mixture concentrated to ˜0.3 mL, diluted with methanol, filtered and... Reactants: CN(C)C=O (DMF), C(C)(C)(C)O[C@H](C(=O)OCC)C1=C(C2=C(N=C(S2)C2=CC(=NC=C2)N2CC3=C(CC2)N(N=C3C)C)C=C1C)C1=CC=C(C=C1)Cl ((S)-ethyl 2-tert-butoxy-2-(7-(4-chlorophenyl)-2-(2-(1,3-dimethyl-6,7-dihydro-1H-pyrazolo[4,3-c]pyridin-5(4H)-yl)pyridin-4-yl)-5-methylbenzo[d]thiazol-6-yl)acetate), CN1N=C(C=2CNCCC21)C (1,3-dimethyl-4,5,6,7-tetrahydro-1H-pyrazolo[4,3-c]pyridine), [OH-].[Na+] (sodium hydroxide). Run in CO (methanol), C1CCOC1 (THF). Run at temperature 45 celsius. Product: C(C)(C)(C)O[C@H](C(=O)O)C1=C(C2=C(N=C(S2)C2=CC(=NC=C2)N2CC3=C(CC2)N(N=C3C)C)C=C1C)C1=CC=C(C=C1)Cl ((S)-2-tert-butoxy-2-(7-(4-chlorophenyl)-2-(2-(1,3-dimethyl-6,7-dihydro-1H-pyrazolo[4,3-c]pyridin-5(4H)-yl)pyridin-4-yl)-5-methylbenzo[d]thiazol-6-yl)acetic acid).